This data is from the Open Reaction Database (ORD), a public repository of structured organic reaction records. The task is: describe an organic reaction: reactants, conditions, products, and yield RXN SMILES: [C:3]([CH3:4])(=[O:5])[O:6][c:7]1[cH:8][cH:9][cH:10][c:11]2[c:16]1[O:15][CH2:14][C:13](=[O:17])[NH:12]2.[CH2:53]1[O:54][CH2:55][CH2:56][CH2:57]1.[H-:1].[Na+:2].[O:48]=[CH:49][N:50]([CH3:51])[CH3:52].[OH:35][C:36]([CH2:37][C:38]([C:39](=[O:40])[OH:41])([CH2:42][C:43](=[O:44])[OH:45])[OH:46])=[O:47].[c:18]1([CH:24]([O:25][CH2:26][CH2:27][Br:28])[c:29]2[cH:30][cH:31][cH:32][cH:33][cH:34]2)[cH:19][cH:20][cH:21][cH:22][cH:23]1>>[C:3]([CH3:4])(=[O:5])[O:6][c:7]1[cH:8][cH:9][cH:10][c:11]2[c:16]1[O:15][CH2:14][C:13](=[O:17])[N:12]2[CH2:27][CH2:26][O:25][CH:24]([c:18]1[cH:19][cH:20][cH:21][cH:22][cH:23]1)[c:29]1[cH:30][cH:31][cH:32][cH:33][cH:34]1. Product: CC(=O)Oc1cccc2c1OCC(=O)N2CCOC(c1ccccc1)c1ccccc1. Starting materials: CC(=O)Oc1cccc2c1OCC(=O)N2, C1CCOC1, [H-], [Na+], CN(C)C=O, O=C(O)CC(O)(CC(=O)O)C(=O)O, BrCCOC(c1ccccc1)c1ccccc1.